This data is from the Open Reaction Database (ORD), a public repository of structured organic reaction records. The task is: describe an organic reaction: reactants, conditions, products, and yield The product is C1CCC2=CC(=CC=C12)C1CN(CC2=CC=CC=C12)C (4-Indan-5-yl-2-methyl-1,2,3,4-tetrahydroisoquinoline), hydrochloride salt. Procedure: 4-Indan-5-yl-2-methyl-1,2,3,4-tetrahydroisoquinoline was prepared from 5-acetylindane and benzylamine as described in Example 58 (Steps A to D). It was dissolved in ethyl acetate and treated with 2 M hydrogen chloride in diethyl ether (2 equiv) to give the corresponding hydrochloride salt (2.15 g, 99.4% AUC HPLC): 1H NMR (300 MHz, CDCl3) δ 1H NMR (300 MHz, MeOD) δ 7.22-7.34 (m, 4H), 7.11 (s, 1H), 7.02 (d, J=6.9 Hz, 1H), 6.91 (d, J=6.9 Hz, 3H), 4.54-4.66 (m, 3H), 3.81-3.87 (m, 1H), 3.51 (t, J=12.... The reactants are C(C)(=O)C=1C=C2CCCC2=CC1 (5-acetylindane), C(C1=CC=CC=C1)N (benzylamine), Cl (hydrogen chloride), C(C)OCC (diethyl ether). The yield is 99.4%. The solvent is C(C)(=O)OCC (ethyl acetate). As a reaction SMILES: [C:1]([C:4]1[CH:5]=[C:6]2[C:10](=[CH:11][CH:12]=1)[CH2:9][CH2:8][CH2:7]2)(=O)[CH3:2].[CH2:13]([NH2:20])[C:14]1[CH:19]=[CH:18][CH:17]=[CH:16][CH:15]=1.Cl.[CH2:22](OCC)C>C(OCC)(=O)C>[CH2:9]1[C:10]2[C:6](=[CH:5][C:4]([CH:1]3[C:19]4[C:14](=[CH:15][CH:16]=[CH:17][CH:18]=4)[CH2:13][N:20]([CH3:22])[CH2:2]3)=[CH:12][CH:11]=2)[CH2:7][CH2:8]1. Reactants: C(=O)([O-])[O-].[K+].[K+] (K2CO3), ClC1=C(C=CC=2OC3=C([C@H]4N(C21)CCC[C@H]4NC(C(F)(F)F)=O)C=CC=C3)Cl (trans-N-(6,7-dichloro-2,3,4,14b-tetrahydro-1H-dibenzo[b,f]pyrido[1,2-d][1,4]oxazepin-1-yl)-2,2,2-trifluoroacetamide). The solvent is CO (methanol), O (water), CO (methanol). Product: ClC1=C(C=CC=2OC3=C([C@H]4N(C21)CCC[C@H]4NCCOC)C=CC=C3)Cl (trans-6,7-Dichloro-2,3,4,14b-tetrahydro-N-(2-methoxyethyl)-1H-dibenzo[b,f]pyrido[1,2-d][1,4]oxazepine-1-amine). The yield is 90.2%. RXN SMILES: [C:1]([O-:4])([O-])=O.[K+].[K+].[Cl:7][C:8]1[C:18]2[N:17]3[CH2:19][CH2:20][CH2:21][C@@H:22]([NH:23][C:24](=O)[C:25](F)(F)F)[C@H:16]3[C:15]3[CH:30]=[CH:31][CH:32]=[CH:33][C:14]=3[O:13][C:12]=2[CH:11]=[CH:10][C:9]=1[Cl:34]>CO.O>[Cl:7][C:8]1[C:18]2[N:17]3[CH2:19][CH2:20][CH2:21][C@@H:22]([NH:23][CH2:24][CH2:25][O:4][CH3:1])[C@H:16]3[C:15]3[CH:30]=[CH:31][CH:32]=[CH:33][C:14]=3[O:13][C:12]=2[CH:11]=[CH:10][C:9]=1[Cl:34] |f:0.1.2|. Reported procedure: K2CO3 (537 mg, 3.9 mmol) was added to a solution of trans-N-(6,7-dichloro-2,3,4,14b-tetrahydro-1H-dibenzo[b,f]pyrido[1,2-d][1,4]oxazepin-1-yl)-2,2,2-trifluoroacetamide (322 mg, 0.75 mmol) in methanol (28 mL) and water (1.7 mL). The reaction mixture was stirred at reflux temperature for 2 h whereafter the methanol was removed under reduced pressure. Water was added to the remaining product and the water layer was extracted with CH2Cl2 (3×). The combined organic layers were washed with brine, drie...